describe an organic reaction: reactants, conditions, products, and yield From a dataset of the Open Reaction Database (ORD), a public repository of structured organic reaction records. The reactants are EtOAc hexanes, C(C=CC1=CC=CC=C1)=O (cinnamaldehyde), CN1C=CC2=CC=CC=C12 (1-methyl-1H-indole), C(=O)(C(F)(F)F)O (TFA), (2S,5S)-5-benzyl-2-tert-butyl-3-imidazolidin-4-one. Run in C(Cl)Cl (CH2Cl2), C(C)(C)O (isopropanol). Yields the product CN1C=C(C2=CC=CC=C12)[C@@H](CC=O)C1=CC=CC=C1 ((S)-3-(1-Methyl-1H-indol-3-yl)-3-phenyl-propanal). Isolated yield 83.5%. RXN SMILES: [CH:1](=[O:10])[CH:2]=[CH:3][C:4]1[CH:9]=[CH:8][CH:7]=[CH:6][CH:5]=1.[CH3:11][N:12]1[C:20]2[C:15](=[CH:16][CH:17]=[CH:18][CH:19]=2)[CH:14]=[CH:13]1.C(O)(C(F)(F)F)=O>C(Cl)Cl.C(O)(C)C>[CH3:11][N:12]1[C:20]2[C:15](=[CH:16][CH:17]=[CH:18][CH:19]=2)[C:14]([C@H:3]([C:4]2[CH:9]=[CH:8][CH:7]=[CH:6][CH:5]=2)[CH2:2][CH:1]=[O:10])=[CH:13]1. Procedure details: Prepared according to the general procedure from cinnamaldehyde (190 μL, 1.50 mmol), 1-methyl-1H-indole (64 μL, 0.50 mmol), TFA (7.7 μL, 0.10 mmol) and (2S,5S)-5-benzyl-2-tert-butyl-3-imidazolidin-4-one (24.6 mg, 0.100 mmol) in CH2Cl2 (0.85 mL) and isopropanol (0.15 mL) at −55° C. for 45 h to provide, after silica gel chromatography (10:90 EtOAc/hexanes), the title compound as a colorless oil (110 mg, 84% yield, 90% ee). IR (film) 3051, 3026, 2945, 2888, 2822, 2733, 1722, 1616, 1604, 1547, 1474,...